From a dataset of the Open Reaction Database (ORD), a public repository of structured organic reaction records. describe an organic reaction: reactants, conditions, products, and yield Reactants: C(C)(C)S(=O)[O-].[Na+] (sodium isopropylsulfinate), CN1C(CCC1)=O (N-methyl-2-pyrrolidinone), ClC1=C(C=CC=C1Cl)[N+](=O)[O-] (2,3-dichloronitrobenzene). The solvent is O (water). Run at temperature 70 celsius, time 8 hour. Product: ClC=1C(=C(C=CC1)[N+](=O)[O-])S(=O)(=O)C(C)C (3-chloro-2-isopropylsulfonyl-1-nitrobenzene). The yield is 54.6%. As a reaction SMILES: [CH:1]([S:4]([O-:6])=[O:5])([CH3:3])[CH3:2].[Na+].CN1CCCC1=O.Cl[C:16]1[C:21]([Cl:22])=[CH:20][CH:19]=[CH:18][C:17]=1[N+:23]([O-:25])=[O:24]>O>[Cl:22][C:21]1[C:16]([S:4]([CH:1]([CH3:3])[CH3:2])(=[O:6])=[O:5])=[C:17]([N+:23]([O-:25])=[O:24])[CH:18]=[CH:19][CH:20]=1 |f:0.1|. Procedure details: To a mixture of sodium isopropylsulfinate (3.3 g) and N-methyl-2-pyrrolidinone (20 mL), 2,3-dichloronitrobenzene (4 g) was added and stirred overnight at 70° C. The reaction mixture was diluted with water, and the precipitated solid was collected by filtration and washed with diethyl ether to give 3-chloro-2-isopropylsulfonyl-1-nitrobenzene (3.0 g) as a white solid. The reactants are CC(C)(C)[Si](C)(C)OC1CC(C=O)N(Cc2ccccc2)C1, [Li]CCCC, Cn1cccn1, CCCCCC, C1CCOC1. Yields the product Cn1nccc1C(O)C1CC(O[Si](C)(C)C(C)(C)C)CN1Cc1ccccc1. RXN SMILES: [CH2:12]([c:13]1[cH:14][cH:15][cH:16][cH:17][cH:18]1)[N:19]1[CH:20]([CH:32]=[O:33])[CH2:21][CH:22]([O:24][Si:25]([CH3:26])([CH3:27])[C:28]([CH3:29])([CH3:30])[CH3:31])[CH2:23]1.[CH2:7]([Li:8])[CH2:9][CH2:10][CH3:11].[CH3:1][n:2]1[n:3][cH:4][cH:5][cH:6]1.[CH3:39][CH2:40][CH2:41][CH2:42][CH2:43][CH3:44].[O:34]1[CH2:35][CH2:36][CH2:37][CH2:38]1>>[CH3:1][n:2]1[n:3][cH:4][cH:5][c:6]1[CH:32]([CH:20]1[N:19]([CH2:12][c:13]2[cH:14][cH:15][cH:16][cH:17][cH:18]2)[CH2:23][CH:22]([O:24][Si:25]([CH3:26])([CH3:27])[C:28]([CH3:29])([CH3:30])[CH3:31])[CH2:21]1)[OH:33]. Reactants: NC=1C=NC=CC1 (3-aminopyridine), FC(F)(F)S(=O)(=O)OC1=NC(=NC(=C1)C1=CC(=CC=C1)OC)CC(=O)N1CCOCC1 (6-(3-methoxyphenyl)-2-(2-morpholin-4-yl-2-oxoethyl)pyrimidin-4-yl (trifluoromethyl)sulfonate), C(=O)([O-])[O-].[Cs+].[Cs+] (Cs2CO3), S-(−)-BINAP. The reagents and catalysts are CC(=O)[O-].CC(=O)[O-].[Pd+2] (Pd(OAc)2). The solvent is C1CCOC1 (THF). The product is COC=1C=C(C=CC1)C1=CC(=NC(=N1)CC(=O)N1CCOCC1)NC=1C=NC=CC1 (2-[6-(3-methoxyphenyl)-4-(3-pyridylamino)pyrimidin-2-yl]-1-morpholin-4-ylethan-1-one). As a reaction SMILES: C([O-])([O-])=O.[Cs+].[Cs+].FC(S(O[C:15]1[CH:20]=[C:19]([C:21]2[CH:26]=[CH:25][CH:24]=[C:23]([O:27][CH3:28])[CH:22]=2)[N:18]=[C:17]([CH2:29][C:30]([N:32]2[CH2:37][CH2:36][O:35][CH2:34][CH2:33]2)=[O:31])[N:16]=1)(=O)=O)(F)F.[NH2:38][C:39]1[CH:40]=[N:41][CH:42]=[CH:43][CH:44]=1>C1COCC1.CC([O-])=O.CC([O-])=O.[Pd+2]>[CH3:28][O:27][C:23]1[CH:22]=[C:21]([C:19]2[N:18]=[C:17]([CH2:29][C:30]([N:32]3[CH2:37][CH2:36][O:35][CH2:34][CH2:33]3)=[O:31])[N:16]=[C:15]([NH:38][C:39]3[CH:40]=[N:41][CH:42]=[CH:43][CH:44]=3)[CH:20]=2)[CH:26]=[CH:25][CH:24]=1 |f:0.1.2,6.7.8|. Reported procedure: A round bottom flask, oven dried and kept under N2 atmosphere is charged with Cs2CO3 (1.4 eq), Pd(OAc)2 (5 mol %), and S-(−)-BINAP (7.5 mol %). The flask is purged with N2 for about 5-10 min and a solution of compound 9 (1 eq) in dry THF is added via a syringe, followed by 3-aminopyridine (2 eq) in one portion. The flask is equipped with a reflux condenser, purged again with N2 for 5 min and the reaction mixture is refluxed overnight. The reaction mixture is cooled down to room temperature and t... Solvent: O (water). Yields the product NS(=O)(=O)C1=CC(=C(C(=O)O)C=C1)F (4-(aminosulfonyl)-2-fluorobenzoic acid). Reported procedure: To a stirred solution of 3-fluoro-4-methyl-benzenesulfonamide (prepared above) in 50 mL of water was added sodium carbonate (0.53 g, 5 mmol) and potassium permanganate (3.16 g, 20 mmol) portionwise over three hours at 50˜60° C. The resulting mixture was stirred for further 8 hours at this temperature before 0.2 mL of formic acid was added to quench the excess of potassium permanganate. The mixture was then filtered through celite while it was still hot and further washed with the hot water. The ... Reactants: FC=1C=C(C=CC1C)S(=O)(=O)N (3-fluoro-4-methyl-benzenesulfonamide), C([O-])([O-])=O.[Na+].[Na+] (sodium carbonate), [Mn](=O)(=O)(=O)[O-].[K+] (potassium permanganate), C(=O)O (formic acid). As a reaction SMILES: [F:1][C:2]1[CH:3]=[C:4]([S:9]([NH2:12])(=[O:11])=[O:10])[CH:5]=[CH:6][C:7]=1C.[C:13](=[O:16])([O-])[O-:14].[Na+].[Na+].[Mn]([O-])(=O)(=O)=O.[K+].C(O)=O>O>[NH2:12][S:9]([C:4]1[CH:5]=[CH:6][C:7]([C:13]([OH:14])=[O:16])=[C:2]([F:1])[CH:3]=1)(=[O:11])=[O:10] |f:1.2.3,4.5|. Reactants: N1=C(C=CC=C1)CO (pyridine-2-yl-methanol), C1=CN(C=N1)C(=O)N2C=CN=C2 (CDI), NC1CCC(CC1)COC(=O)N1CCCC1 (pyrrolidine-1-carboxylic acid 4-amino-cyclohexylmethyl ester). Run in O (water), C1CCOC1 (THF). Conditions: time 2 hour. Yields the product N1=C(C=CC=C1)COC(=O)NC1CCC(CC1)COC(=O)N1CCCC1 (pyrrolidine-1-carboxylic acid 4-(pyridin-2-ylmethoxycarbonylamino)-cyclohexylmethyl ester). Yield: 43.0%. RXN SMILES: [N:1]1[CH:6]=[CH:5][CH:4]=[CH:3][C:2]=1[CH2:7][OH:8].C1N=CN([C:14](N2C=NC=C2)=[O:15])C=1.[NH2:21][CH:22]1[CH2:27][CH2:26][CH:25]([CH2:28][O:29][C:30]([N:32]2[CH2:36][CH2:35][CH2:34][CH2:33]2)=[O:31])[CH2:24][CH2:23]1>C1COCC1.O>[N:1]1[CH:6]=[CH:5][CH:4]=[CH:3][C:2]=1[CH2:7][O:8][C:14]([NH:21][CH:22]1[CH2:27][CH2:26][CH:25]([CH2:28][O:29][C:30]([N:32]2[CH2:36][CH2:35][CH2:34][CH2:33]2)=[O:31])[CH2:24][CH2:23]1)=[O:15]. Reported procedure: To a solution of pyrrolidine-1-carboxylic acid 4-oxo-cyclohexylmethyl ester (2 mmol) in ethanol (10 mL) was added hydroxylamine (10 mmol) and the mixture was refluxed for 5 hours. The reaction mixture was concentrated under reduced pressure, and the residue was dissolved in ethyl acetate and washed with water. The organic layer was dried over anhydrous magnesium sulfate, filtered and concentrated under reduced pressure to provide pyrrolidine-1-carboxylic acid 4-hydroxyimino-cyclohexylmethyl este... The reactants are N1(CCCC1)\C=C/1\C(C2=C(O1)C(=C1OC=CC1=C2OC)OC)=O ((Z)-2-[(1-pyrrolidinyl)methylene]-4,8-dimethoxybenzo[1,2-b:-5,4-b']difuran-3-(2H)-one), C([O-])([O-])=O.[K+].[K+] (potassium carbonate). Solvent: CC#N (CH3CN). Yields the product COC1=C2C(OC=C2)=C(C=2OCC(C21)=O)OC (4,8-Dimethoxybenzo[1,2-b:5,4-b']difuran-3(2H)-one). As a reaction SMILES: N1(/C=[C:7]2/[C:8](=[O:23])[C:9]3[C:18]([O:19][CH3:20])=[C:17]4[C:13]([O:14][CH:15]=[CH:16]4)=[C:12]([O:21][CH3:22])[C:10]=3[O:11]/2)CCCC1.C(=O)([O-])[O-].[K+].[K+]>CC#N>[CH3:20][O:19][C:18]1[C:9]2[C:8](=[O:23])[CH2:7][O:11][C:10]=2[C:12]([O:21][CH3:22])=[C:13]2[O:14][CH:15]=[CH:16][C:17]=12 |f:1.2.3|. Reported procedure: (Z)-2-[(1-pyrrolidinyl)methylene]-4,8-dimethoxybenzo[1,2-b:-5,4-b']difuran-3-(2H)-one (formula LXII). The title compound of Example 11 (6.5 g, 20 mmoles) and potassium carbonate are added to CH3CN (200 ml). To this solution is added pyrrolidine (1.42 g, 20 mmoles) and the resulting solution is stirred at room temperature for 18 hr. The CH3CN is removed in vacuo to leave a yellow solid which is washed with water, filtered, and dried to give 3.19 g (54% yield) of the above product having a melting...